From a dataset of the Open Reaction Database (ORD), a public repository of structured organic reaction records. describe an organic reaction: reactants, conditions, products, and yield Reactants: CC(O)CCCC1(C)CCCC2(CO1)OCCO2, ClCCl, O=[Cr](=O)=O, c1ccncc1. Yields the product CC(=O)CCCC1(C)CCCC2(CO1)OCCO2. Reaction SMILES: [CH2:1]1[O:2][C:3]2([CH2:4][CH2:5][CH2:6][C:7]([CH3:10])([CH2:11][CH2:12][CH2:13][CH:14]([CH3:15])[OH:16])[O:8][CH2:9]2)[O:17][CH2:18]1.[CH2:29]([Cl:30])[Cl:31].[O:25]=[Cr:26](=[O:27])=[O:28].[cH:19]1[cH:20][cH:21][n:22][cH:23][cH:24]1>>[CH2:1]1[O:2][C:3]2([CH2:4][CH2:5][CH2:6][C:7]([CH3:10])([CH2:11][CH2:12][CH2:13][C:14]([CH3:15])=[O:16])[O:8][CH2:9]2)[O:17][CH2:18]1. Starting materials: Cc1c(Br)ccc(OCc2ccccc2)c1[N+](=O)[O-], CN1CCCC1=O, [Cu]I, O=C([O-])C(F)(F)F, [Na+]. The product is Cc1c(C(F)(F)F)ccc(OCc2ccccc2)c1[N+](=O)[O-]. Reaction SMILES: [CH2:1]([c:2]1[cH:3][cH:4][cH:5][cH:6][cH:7]1)[O:8][c:9]1[c:10]([N+:17](=[O:18])[O-:19])[c:11]([CH3:16])[c:12]([Br:15])[cH:13][cH:14]1.[CH3:30][N:31]1[CH2:32][CH2:33][CH2:34][C:35]1=[O:36].[Cu:28][I:29].[F:20][C:21]([C:22]([O-:23])=[O:24])([F:25])[F:26].[Na+:27]>>[CH2:1]([c:2]1[cH:3][cH:4][cH:5][cH:6][cH:7]1)[O:8][c:9]1[c:10]([N+:17](=[O:18])[O-:19])[c:11]([CH3:16])[c:12]([C:21]([F:20])([F:25])[F:26])[cH:13][cH:14]1. The reactants are C(C)(=O)NC1=C(C=C(C(=O)C2=CC=CC=C2)C=C1)[N+](=O)[O-] (4-acetamido-3-nitrobenzophenone), S(O)(O)(=O)=O (sulfuric acid). Reaction conditions: time 45 minute. The product is NC1=C(C=C(C(=O)C2=CC=CC=C2)C=C1)[N+](=O)[O-] (4-amino-3-nitrobenzophenone). Reaction SMILES: C([NH:4][C:5]1[CH:18]=[CH:17][C:8]([C:9]([C:11]2[CH:16]=[CH:15][CH:14]=[CH:13][CH:12]=2)=[O:10])=[CH:7][C:6]=1[N+:19]([O-:21])=[O:20])(=O)C.S(=O)(=O)(O)O>>[NH2:4][C:5]1[CH:18]=[CH:17][C:8]([C:9]([C:11]2[CH:16]=[CH:15][CH:14]=[CH:13][CH:12]=2)=[O:10])=[CH:7][C:6]=1[N+:19]([O-:21])=[O:20]. Procedure details: Ten grams of 4-acetamido-3-nitrobenzophenone was added portion-wise to 40 ml. of sulfuric acid. The reaction temperature was moderated with a water bath. After stirring about 45 minutes the reaction mixture was carefully poured over ice. The precipitated product was filtered to yield 4-amino-3-nitrobenzophenone. Starting materials: N1C=CC2=CC=CC=C12 (indole), CN1CCNCC1 (1-Methylpiperazine), C=O (formaldehyde). The solvent is ClCCl (dichloromethane). Conditions: time 1 hour. The product is CN1CCN(CC1)CC1=CNC2=CC=CC=C12 (3-(4-Methylpiperazin-1-ylmethyl)-1H-indole). RXN SMILES: [NH:1]1[C:9]2[C:4](=[CH:5][CH:6]=[CH:7][CH:8]=2)[CH:3]=[CH:2]1.[CH3:10][N:11]1[CH2:16][CH2:15][NH:14][CH2:13][CH2:12]1.[CH2:17]=O>ClCCl>[CH3:10][N:11]1[CH2:16][CH2:15][N:14]([CH2:17][C:3]2[C:4]3[C:9](=[CH:8][CH:7]=[CH:6][CH:5]=3)[NH:1][CH:2]=2)[CH2:13][CH2:12]1. Procedure details: In a three necked round bottom flask equipped with pressure equalizing funnel, indole (1.17 g, 0.01 mole) and dichloromethane (8 mL) were taken. 1-Methylpiperazine (1.01 g, 0.011 moles) and formaldehyde (9 mL, 0.012 mole) was added slowly at room temperature and the reaction mixture was stirred well for one hour. After the completion of reaction (TLC), the product was isolated by distillation under reduced pressure. The residue was extracted with ethyl acetate (2×25 mL). The combined organic ext... Reactants: C[C@H](/C=C/C[C@H]1CO[C@H]([C@@H]([C@@H]1O)O)C/C(=C/C(=O)OCCCCCCCCC(=O)O)/C)[C@H](C)O (Pseudomonic acid C), [OH-].[Na+] (sodium hydroxide). Conditions: time 8 hour. The product is C[C@H](C1=C(O1)C[C@H]2CO[C@H]([C@@H]([C@@H]2O)O)C/C(=C/C(=O)O)/C)[C@H](C)O (monic acid C). Yield: 74.0%. RXN SMILES: [CH3:1][C@@H:2]([C@@H:32]([OH:34])[CH3:33])/[CH:3]=[CH:4]/[CH2:5][C@@H:6]1[C@@H:11]([OH:12])[C@@H:10]([OH:13])[C@H:9]([CH2:14]/[C:15](/[CH3:31])=[CH:16]/[C:17]([O:19]CCCCCCCCC(O)=O)=[O:18])[O:8][CH2:7]1.[OH-:35].[Na+]>>[CH3:1][C@@H:2]([C@@H:32]([OH:34])[CH3:33])[C:3]1[O:35][C:4]=1[CH2:5][C@@H:6]1[C@@H:11]([OH:12])[C@@H:10]([OH:13])[C@H:9]([CH2:14]/[C:15](/[CH3:31])=[CH:16]/[C:17]([OH:19])=[O:18])[O:8][CH2:7]1 |f:1.2|. Reported procedure: Pseudomonic acid C (80 mgs) was dissolved in 0.1 M sodium hydroxide (20 ml) and stirred overnight at room temperature. After evaporation to low volume the solution was adjusted to pH 2 (5 M HCl), saturated with sodium chloride and extracted with ethyl acetate. The combined extracts were dried (MgSO4) then evaporated to dryness and chromatographed on silica (2 g) eluting with gradient of 0 to 8% methanol/chloroform. Fractions containing pure product (by hplc and tlc) were combined to give monic a... Reactants: CN1C(N(CC1)C)=O (N,N'-dimethylimidazolidinone), C1(CC1)N1C(OC(C2=C1C=C(C(=C2)F)F)=O)=O (N-cyclopropyl-6,7-difluoro-2H-3, 1-benzoxazine-2,4(1H) dione), [Na] (sodium), OC=CC(=O)OC (methyl 3-hydroxyacrylate), 4A. Run in O (water), CN(C)C=O (DMF), CN(C)C=O (DMF). Conditions: temperature 55 celsius, time 1 hour. Product: C1(CC1)N1C=C(C(C2=CC(=C(C=C12)F)F)=O)C(=O)OC (methyl 1-cyclopropyl-6,7-difluoro-1, 4-dihydro-4-oxo-3-quinolinecarboxylate). The yield is 46.0%. RXN SMILES: [Na].[OH:2][CH:3]=[CH:4][C:5]([O:7][CH3:8])=[O:6].CN1CCN(C)C1=O.[CH:17]1([N:20]2[C:25]3[CH:26]=[C:27]([F:31])[C:28]([F:30])=[CH:29][C:24]=3C(=O)O[C:21]2=O)[CH2:19][CH2:18]1>CN(C=O)C.O>[CH:17]1([N:20]2[C:25]3[C:24](=[CH:29][C:28]([F:30])=[C:27]([F:31])[CH:26]=3)[C:3](=[O:2])[C:4]([C:5]([O:7][CH3:8])=[O:6])=[CH:21]2)[CH2:18][CH2:19]1 |^1:0|. Reported procedure: To a 15 ml single neck round-bottom flask equipped with magnetic stirrer and under nitrogen atmosphere was added 60 mg (0.484 mmol) of the sodium salt of methyl 3-hydroxyacrylate in 1.5 ml of DMF. The resulting solution was stirred in the presence of 4A molecular sieves overnight and then filtered into another reaction vessel fitted with condenser, nitrogen line and a magnetic stirrer. To the mixture was charged 52 μl (0.467 mmol) N,N'-dimethylimidazolidinone and the solution was heated to 55° C... Reaction SMILES: [CH2:1]([O:8][C:9]1[C:10]([CH2:18][CH3:19])=[CH:11][C:12](Br)=[C:13]([O:15][CH3:16])[CH:14]=1)[C:2]1[CH:7]=[CH:6][CH:5]=[CH:4][CH:3]=1.C([Li])CCC.CCOCC.[B:30](OCC)([O:34]CC)[O:31]CC>O1CCCC1.C(COC)OC>[CH2:1]([O:8][C:9]1[C:10]([CH2:18][CH3:19])=[CH:11][C:12]([B:30]([OH:34])[OH:31])=[C:13]([O:15][CH3:16])[CH:14]=1)[C:2]1[CH:7]=[CH:6][CH:5]=[CH:4][CH:3]=1. Reported procedure: The resulting 5-benzyloxy-2-bromo-4-ethyl-1-methoxybenzene (4) is allowed to react with n-butyl lithium in a polar solvent such as ether, glyme or tetrahydrofuran (THF), preferably THF, at a temperature of about −78° C. Triethyl borate is then added to the reaction mixture, and the reaction mixture is allowed to stir at a temperature of about −78° C. The reaction mixture is then allowed to warm to about room temperature. The reaction yields 4-benzyloxy-5-ethyl-2-methoxy-phenylboronic acid (5). The solvent is O1CCCC1 (THF), O1CCCC1 (tetrahydrofuran), C(OC)COC (glyme). Starting materials: C(CCC)[Li] (n-butyl lithium), CCOCC (ether), C(C1=CC=CC=C1)OC=1C(=CC(=C(C1)OC)Br)CC (5-benzyloxy-2-bromo-4-ethyl-1-methoxybenzene), B(OCC)(OCC)OCC (Triethyl borate). Product: C(C1=CC=CC=C1)OC1=CC(=C(C=C1CC)B(O)O)OC (4-benzyloxy-5-ethyl-2-methoxy-phenylboronic acid). Conditions: temperature -78 celsius. The reactants are [C-]#[C-], COc1cccc(CCCBr)c1, N, [Na+], [Na+], C1CCOC1. Product: C#CCCCc1cccc(OC)c1. Reaction SMILES: [C-:13]#[C-:14].[CH3:1][O:2][c:3]1[cH:4][c:5]([CH2:9][CH2:10][CH2:11][Br:12])[cH:6][cH:7][cH:8]1.[NH3:17].[Na+:15].[Na+:16].[O:18]1[CH2:19][CH2:20][CH2:21][CH2:22]1>>[CH3:1][O:2][c:3]1[cH:4][c:5]([CH2:9][CH2:10][CH2:11][C:13]#[CH:14])[cH:6][cH:7][cH:8]1.